From a dataset of the Open Reaction Database (ORD), a public repository of structured organic reaction records. describe an organic reaction: reactants, conditions, products, and yield Procedure details: Nα-t-Butoxycarbonyl-L-tryptophyl-O-benzyl-L-seryl-O-benzyl-D-tyrosyl-D-alanine resin is obtained according to the procedure of Example 1 by treating 20 g. of Nα-t-butoxycarbonyl-D-alanine resin, 0.0132 mol, with 7.4 g., 0.02 mol, of Nα-t-butoxycarbonyl-O-benzyl-D-tyrosine and 4.1 g., 0.02 mol, of dicyclohexylcarbodiimide, (2) 6.0 g., 0.02 mol, of Nα-t-butoxycarbonyl-O-benzyl-L-serine and 4.1 g. of dicyclohexylcarbodiimide, and (3) 6.1 g. of Nα-t-butoxycarbonyl-L-tryptophan and 4.1 g. of dicycloh... Yields the product COC([C@H](NC([C@H](NC([C@@H](NC([C@@H](NC(=O)OC(C)(C)C)CC1=CNC2=CC=CC=C12)=O)COCC1=CC=CC=C1)=O)CC1=CC=C(C=C1)OCC1=CC=CC=C1)=O)C)=O (Nα-t-Butoxycarbonyl-L-tryptophyl-O-benzyl-L-seryl-O-benzyl-D-tyrosyl-D-alanine methyl ester). As a reaction SMILES: C(OC([NH:8][C@@H:9]([C:11]([OH:13])=[O:12])[CH3:10])=O)(C)(C)C.C(O[C:19]([NH:21][C@@H:22]([C:38]([OH:40])=O)[CH2:23][C:24]1[CH:29]=[CH:28][C:27]([O:30][CH2:31][C:32]2[CH:37]=[CH:36][CH:35]=[CH:34][CH:33]=2)=[CH:26][CH:25]=1)=[O:20])(C)(C)C.[CH:41]1(N=C=NC2CCCCC2)CCCCC1.C(O[C:61]([NH:63][C@H:64](C(O)=O)[CH2:65][O:66][CH2:67][C:68]1[CH:73]=[CH:72][CH:71]=[CH:70][CH:69]=1)=[O:62])(C)(C)C.[C:77]([O:81][C:82]([NH:84][C@H:85](C(O)=O)[CH2:86][C:87]1[C:95]2[C:90](=[CH:91][CH:92]=[CH:93][CH:94]=2)[NH:89][CH:88]=1)=[O:83])([CH3:80])([CH3:79])[CH3:78]>>[CH3:41][O:13][C:11](=[O:12])[C@@H:9]([CH3:10])[NH:8][C:38](=[O:40])[C@@H:22]([CH2:23][C:24]1[CH:25]=[CH:26][C:27]([O:30][CH2:31][C:32]2[CH:33]=[CH:34][CH:35]=[CH:36][CH:37]=2)=[CH:28][CH:29]=1)[NH:21][C:19](=[O:20])[C@H:64]([CH2:65][O:66][CH2:67][C:68]1[CH:69]=[CH:70][CH:71]=[CH:72][CH:73]=1)[NH:63][C:61](=[O:62])[C@H:85]([CH2:86][C:87]1[C:95]2[C:90](=[CH:91][CH:92]=[CH:93][CH:94]=2)[NH:89][CH:88]=1)[NH:84][C:82]([O:81][C:77]([CH3:78])([CH3:79])[CH3:80])=[O:83]. Reactants: C(C)(C)(C)OC(=O)N[C@H](C)C(=O)O (Nα-t-butoxycarbonyl-D-alanine), C(C)(C)(C)OC(=O)N[C@@H](COCC1=CC=CC=C1)C(=O)O (Nα-t-butoxycarbonyl-O-benzyl-L-serine), ( 2 ), C(C)(C)(C)OC(=O)N[C@@H](CC1=CNC2=CC=CC=C12)C(=O)O (Nα-t-butoxycarbonyl-L-tryptophan), C1(CCCCC1)N=C=NC1CCCCC1 (dicyclohexylcarbodiimide), ( 3 ), C(C)(C)(C)OC(=O)N[C@H](CC1=CC=C(C=C1)OCC1=CC=CC=C1)C(=O)O (Nα-t-butoxycarbonyl-O-benzyl-D-tyrosine), C1(CCCCC1)N=C=NC1CCCCC1 (dicyclohexylcarbodiimide), C1(CCCCC1)N=C=NC1CCCCC1 (dicyclohexylcarbodiimide). Procedure details: A solution of methyl 4-(2-oxoethyl)-α-[(phenylcarbonyl)amino]-3-[(phenylcarbonyl)oxy]benzeneacetate from Preparation 9 above in toluene containing pyridine (2.3 eq) is treated with O,N-bistrifluoroacetyl hydroxyl amine (1.0 eq). The resulting solution is allowed to stir until no starting material remains. The reaction mixture is washed with saturated eq NaHCO3 solution, dried (MgSO4), and concentrated. The product of the formula 15 above is purified by silica gel chromatography. Reaction SMILES: O=[CH:2][CH2:3][C:4]1[CH:9]=[CH:8][C:7]([CH:10]([NH:15][C:16]([C:18]2[CH:23]=[CH:22][CH:21]=[CH:20][CH:19]=2)=[O:17])[C:11]([O:13][CH3:14])=[O:12])=[CH:6][C:5]=1[O:24][C:25]([C:27]1[CH:32]=[CH:31][CH:30]=[CH:29][CH:28]=1)=[O:26].[N:33]1C=CC=CC=1.FC(F)(F)C(ONC(=O)C(F)(F)F)=O>C1(C)C=CC=CC=1>[C:2]([CH2:3][C:4]1[CH:9]=[CH:8][C:7]([CH:10]([NH:15][C:16]([C:18]2[CH:23]=[CH:22][CH:21]=[CH:20][CH:19]=2)=[O:17])[C:11]([O:13][CH3:14])=[O:12])=[CH:6][C:5]=1[O:24][C:25]([C:27]1[CH:32]=[CH:31][CH:30]=[CH:29][CH:28]=1)=[O:26])#[N:33]. Yields the product C(#N)CC1=C(C=C(C=C1)C(C(=O)OC)NC(=O)C1=CC=CC=C1)OC(=O)C1=CC=CC=C1 (Methyl 4-(cyanomethyl)-α-[(phenylcarbonyl)amino]-3-[(phenylcarbonyl)oxy]benzeneacetate). The solvent is C1(=CC=CC=C1)C (toluene). The reactants are N1=CC=CC=C1 (pyridine), O=CCC1=C(C=C(C=C1)C(C(=O)OC)NC(=O)C1=CC=CC=C1)OC(=O)C1=CC=CC=C1 (methyl 4-(2-oxoethyl)-α-[(phenylcarbonyl)amino]-3-[(phenylcarbonyl)oxy]benzeneacetate), FC(C(=O)ONC(C(F)(F)F)=O)(F)F (O,N-bistrifluoroacetyl hydroxyl amine). Reactants: CCCCCCCCCCCCCCOc1ccc(C(=O)Cl)cc1Cl, CC(=O)NCc1ccccn1. Yields the product CCCCCCCCCCCCCCOc1ccc(C(=O)N(Cc2ccccn2)C(C)=O)cc1Cl. As a reaction SMILES: [Cl:1][c:2]1[cH:3][c:4]([C:5](=[O:6])[Cl:7])[cH:8][cH:9][c:10]1[O:11][CH2:12][CH2:13][CH2:14][CH2:15][CH2:16][CH2:17][CH2:18][CH2:19][CH2:20][CH2:21][CH2:22][CH2:23][CH2:24][CH3:25].[n:26]1[c:27]([CH2:32][NH:33][C:34]([CH3:35])=[O:36])[cH:28][cH:29][cH:30][cH:31]1>>[Cl:1][c:2]1[cH:3][c:4]([C:5](=[O:6])[N:33]([CH2:32][c:27]2[n:26][cH:31][cH:30][cH:29][cH:28]2)[C:34]([CH3:35])=[O:36])[cH:8][cH:9][c:10]1[O:11][CH2:12][CH2:13][CH2:14][CH2:15][CH2:16][CH2:17][CH2:18][CH2:19][CH2:20][CH2:21][CH2:22][CH2:23][CH2:24][CH3:25]. Reactants: C(C)NC1CNC1 (3-Ethylaminoazetidine), C(C)(C)OC(C)C (isopropyl ether), NC1=C(C=C(C(=N1)N1C=C(C(C2=CC(=C(C(=C12)Br)F)F)=O)C(=O)O)F)F (1-(6-amino-3,5-difluoropyridin-2-yl)-8-bromo-6,7-difluoro-4-oxo-1,4-dihydroquinoline-3-carboxylic acid), CN1CCCC1 (N-methyl-pyrrolidine). Run in CS(=O)C (dimethylsulfoxide). Run at temperature 40 celsius, time 24 hour. Product: NC1=C(C=C(C(=N1)N1C=C(C(C2=CC(=C(C(=C12)Br)N1CC(C1)NCC)F)=O)C(=O)O)F)F (1-(6-amino-3,5-difluoropyridin-2-yl)-8-bromo-7-(3-ethylaminoazetidin-1-yl)-6-fluoro-4-oxo-1,4-dihydroquinoline-3-carboxylic acid). Isolated yield 77.6%. As a reaction SMILES: [CH2:1]([NH:3][CH:4]1[CH2:7][NH:6][CH2:5]1)[CH3:2].[NH2:8][C:9]1[N:14]=[C:13]([N:15]2[C:24]3[C:19](=[CH:20][C:21]([F:27])=[C:22](F)[C:23]=3[Br:25])[C:18](=[O:28])[C:17]([C:29]([OH:31])=[O:30])=[CH:16]2)[C:12]([F:32])=[CH:11][C:10]=1[F:33].CN1CCCC1.C(OC(C)C)(C)C>CS(C)=O>[NH2:8][C:9]1[N:14]=[C:13]([N:15]2[C:24]3[C:19](=[CH:20][C:21]([F:27])=[C:22]([N:6]4[CH2:7][CH:4]([NH:3][CH2:1][CH3:2])[CH2:5]4)[C:23]=3[Br:25])[C:18](=[O:28])[C:17]([C:29]([OH:31])=[O:30])=[CH:16]2)[C:12]([F:32])=[CH:11][C:10]=1[F:33]. Procedure details: 3-Ethylaminoazetidine (700 mg), 1-(6-amino-3,5-difluoropyridin-2-yl)-8-bromo-6,7-difluoro-4-oxo-1,4-dihydroquinoline-3-carboxylic acid (1.5 g), N-methyl-pyrrolidine (2.0 g)and dimethylsulfoxide (4.5 g) were combined, and the mixture was heated under stirring at 40° C. for 24 hours. After the mixture was allowed to cool down, isopropyl ether (10 mL) was added, the mixture was stirred, and a clear layer at the top of the mixture was removed. The same procedure was repeated once more, and the resid... Starting materials: CCOCCCNC(=O)C(N)CC(C)C, CS(C)=O, CCN(C(C)C)C(C)C, CSc1nc(Cl)cc(COC2CCCCC2)n1, Cl. Reaction SMILES: [CH2:19]([CH3:20])[O:21][CH2:22][CH2:23][CH2:24][NH:25][C:26]([CH:27]([CH2:28][CH:29]([CH3:30])[CH3:31])[NH2:32])=[O:33].[CH3:43][S:44]([CH3:45])=[O:46].[CH:34]([N:35]([CH:36]([CH3:37])[CH3:38])[CH2:39][CH3:40])([CH3:41])[CH3:42].[Cl:1][c:2]1[n:3][c:4]([S:16][CH3:17])[n:5][c:6]([CH2:8][O:9][CH:10]2[CH2:11][CH2:12][CH2:13][CH2:14][CH2:15]2)[cH:7]1.[ClH:18]>>[c:2]1([NH:32][CH:27]([C:26]([NH:25][CH2:24][CH2:23][CH2:22][O:21][CH2:19][CH3:20])=[O:33])[CH2:28][CH:29]([CH3:30])[CH3:31])[n:3][c:4]([S:16][CH3:17])[n:5][c:6]([CH2:8][O:9][CH:10]2[CH2:11][CH2:12][CH2:13][CH2:14][CH2:15]2)[cH:7]1. Product: CCOCCCNC(=O)C(CC(C)C)Nc1cc(COC2CCCCC2)nc(SC)n1. Run at temperature 0 celsius, time 30 minute. The product is crude product, OC1=C(C=C(C=C1)S)C (4-hydroxy-3-methyl thiophenol). Procedure details: In a 500 ml three-necked flask, to a stirred mixture of lithium aluminum tetrahydride (LiAlH4, 3.5 g, 92.2 mmol) and tetrahydrofuran (THF, 50 ml) was added dropwise a solution of 3-methyl-4-hydroxy-phenyl thiocyanic acid (6.13 g, 37.1 mmol) in tetrahydrofuran (THF, 30 ml) at 0° C. After 30 min of stirring at 0° C., the mixture was warmed up to room temperature and then stirred for 1 hour at room temperature. The reaction was quenched by adding ethanol (10 ml), The value of pH of the mixture was ... As a reaction SMILES: [H-].[H-].[H-].[H-].[Al+3].[Li+].[CH3:7][C:8]1[CH:9]=[C:10]([S:15]C#N)[CH:11]=[CH:12][C:13]=1[OH:14]>O1CCCC1>[OH:14][C:13]1[CH:12]=[CH:11][C:10]([SH:15])=[CH:9][C:8]=1[CH3:7] |f:0.1.2.3.4.5|. The solvent is O1CCCC1 (tetrahydrofuran), O1CCCC1 (tetrahydrofuran). The reactants are [H-].[H-].[H-].[H-].[Al+3].[Li+] (lithium aluminum tetrahydride), CC=1C=C(C=CC1O)SC#N (3-methyl-4-hydroxy-phenyl thiocyanic acid). The reactants are NC1=NC(=CN=C1C#N)C (2-amino-3-cyano-6-methylpyrazine), [OH-].[Na+] (sodium hydroxide), (1976)]in, BrN1C(CCC1=O)=O (N-bromosuccinimide). The solvent is CN(C=O)C (N,N-dimethylformamide), CN(C=O)C (N,N-dimethylformamide), O (water). Conditions: time 20 hour. Yields the product NC1=NC(=C(N=C1C#N)Br)C (2-amino-3-cyano-5-bromo-6-methylpyrazine). As a reaction SMILES: [NH2:1][C:2]1[C:7]([C:8]#[N:9])=[N:6][CH:5]=[C:4]([CH3:10])[N:3]=1.[Br:11]N1C(=O)CCC1=O.[OH-].[Na+]>CN(C)C=O.O>[NH2:1][C:2]1[C:7]([C:8]#[N:9])=[N:6][C:5]([Br:11])=[C:4]([CH3:10])[N:3]=1 |f:2.3|. Reported procedure: A stirred solution of 8.5 grams (0.063 mole) of 2-amino-3-cyano-6-methylpyrazine [prepared by the method of Taylor and Kobayashi; JOC, 41, 299 (1976)]in 125 mL of N,N-dimethylformamide is cooled in an ice bath, and a solution of 11.2 grams (0.063 mole) of N-bromosuccinimide in 125 mL of N,N-dimethylformamide is added dropwise during a 30 minute period, while maintaining the reaction mixture temperature at about 15°-25° C. Upon completion of addition, the reaction mixture is stirred at ambient te...